Task: describe an organic reaction: reactants, conditions, products, and yield. Dataset: the Open Reaction Database (ORD), a public repository of structured organic reaction records Solvent: C(Cl)Cl (methylene chloride). Product: C(C1=CC=CC=C1)OC(=O)N[C@H](C(=O)O)[C@H](C(C)C)O ((2S,3S)-2-{[(benzyloxy)carbonyl]amino}-3-hydroxy-4-methylpentanoic acid). The reactants are C(C1=CC=CC=C1)OC(=O)N[C@H](C(=O)OC(C)(C)C)[C@H](C(C)C)O (tert-butyl (2S,3S)-2-{[(benzyloxy)carbonyl]amino}-3-hydroxy-4-methylpentanoate), FC(C(=O)O)(F)F (trifluoroacetic acid). Reaction SMILES: [CH2:1]([O:8][C:9]([NH:11][C@@H:12]([C@@H:20]([OH:24])[CH:21]([CH3:23])[CH3:22])[C:13]([O:15]C(C)(C)C)=[O:14])=[O:10])[C:2]1[CH:7]=[CH:6][CH:5]=[CH:4][CH:3]=1.FC(F)(F)C(O)=O>C(Cl)Cl>[CH2:1]([O:8][C:9]([NH:11][C@@H:12]([C@@H:20]([OH:24])[CH:21]([CH3:22])[CH3:23])[C:13]([OH:15])=[O:14])=[O:10])[C:2]1[CH:3]=[CH:4][CH:5]=[CH:6][CH:7]=1. Procedure details: A solution of tert-butyl (2S,3S)-2-{[(benzyloxy)carbonyl]amino}-3-hydroxy-4-methylpentanoate (400 mg, 1.19 mmol) in methylene chloride (7 ml) was cooled to 0° C. under nitrogen atmosphere. To this solution was added trifluoroacetic acid (10 ml), and the resulting mixture was warmed up to room temperature and stirred for 2.5 hours. The volatiles were removed in vacuo to provide (2S,3S)-2-{[(benzyloxy)carbonyl]amino}-3-hydroxy-4-methylpentanoic acid (368 mg, 100%) as an orange oil. Isolated yield 109.9%. Reaction conditions: time 2.5 hour. Starting materials: COCCO, COC(=O)c1cccnc1Cl, CC(C)C(=O)c1ccc(N)cc1, O. Product: COC(=O)c1cccnc1Nc1ccc(C(=O)C(C)C)cc1. RXN SMILES: [CH3:24][O:25][CH2:26][CH2:27][OH:28].[Cl:13][c:14]1[n:15][cH:16][cH:17][cH:18][c:19]1[C:20](=[O:21])[O:22][CH3:23].[NH2:1][c:2]1[cH:3][cH:4][c:5]([C:8]([CH:9]([CH3:10])[CH3:11])=[O:12])[cH:6][cH:7]1.[OH2:29]>>[NH:1]([c:2]1[cH:3][cH:4][c:5]([C:8]([CH:9]([CH3:10])[CH3:11])=[O:12])[cH:6][cH:7]1)[c:14]1[n:15][cH:16][cH:17][cH:18][c:19]1[C:20](=[O:21])[O:22][CH3:23].